From a dataset of the Open Reaction Database (ORD), a public repository of structured organic reaction records. describe an organic reaction: reactants, conditions, products, and yield The product is COc1cc(F)ccc1C(=O)NC1COCCn2c1nc(-c1ccncc1)cc2=O. As a reaction SMILES: [Cl:32][c:33]1[cH:34][cH:35][c:36]([C:37]([OH:38])=[O:39])[c:40]([O:41][CH3:42])[cH:43]1.[F:20][c:21]1[cH:22][c:23]([O:30][CH3:31])[c:24]([C:25](=[O:26])[OH:27])[cH:28][cH:29]1.[NH2:1][CH:2]1[CH2:3][O:4][CH2:5][CH2:6][n:7]2[c:8]1[n:9][c:10](-[c:14]1[cH:15][cH:16][n:17][cH:18][cH:19]1)[cH:11][c:12]2=[O:13]>>[NH:1]([CH:2]1[CH2:3][O:4][CH2:5][CH2:6][n:7]2[c:8]1[n:9][c:10](-[c:14]1[cH:15][cH:16][n:17][cH:18][cH:19]1)[cH:11][c:12]2=[O:13])[C:25]([c:24]1[c:23]([O:30][CH3:31])[cH:22][c:21]([F:20])[cH:29][cH:28]1)=[O:26]. Reactants: COc1cc(Cl)ccc1C(=O)O, COc1cc(F)ccc1C(=O)O, NC1COCCn2c1nc(-c1ccncc1)cc2=O. Starting materials: C1(=CC=CC=C1)O (Phenol), C=CC (propylene). Yields the product C(C)(C)C1=C(C=CC=C1)O.C1(=CC=CC=C1)O (isopropyl phenol phenol). Reaction SMILES: [C:1]1([OH:7])[CH:6]=[CH:5][CH:4]=[CH:3][CH:2]=1.[CH2:8]=[CH:9][CH3:10]>>[CH:9]([C:2]1[CH:3]=[CH:4][CH:5]=[CH:6][C:1]=1[OH:7])([CH3:10])[CH3:8].[C:1]1([OH:7])[CH:6]=[CH:5][CH:4]=[CH:3][CH:2]=1 |f:2.3|. Procedure: Phenol is treated with propylene in the presence of an alkylation catalyst to produce an isopropyl phenol-phenol mixture (in the manner described, for instance, in U.S. Pat. No. 3,576,923) which is then distilled at approximately 7 mm over a temperature range of 70°-120° C. to give a water white liquid distillate; gas chromatography of the distillate indicates the following composition: